From a dataset of the Open Reaction Database (ORD), a public repository of structured organic reaction records. describe an organic reaction: reactants, conditions, products, and yield Reactants: CN(C)C=O, CC1(C2CCC(N)CC2)CC1, CCc1ncnc(Cl)c1Cl, [K+], [K+], O=C([O-])[O-], O. Yields the product CCc1ncnc(NC2CCC(C3(C)CC3)CC2)c1Cl. RXN SMILES: [CH3:28][N:29]([CH3:30])[CH:31]=[O:32].[CH3:7][C:8]1([CH:11]2[CH2:12][CH2:13][CH:14]([NH2:17])[CH2:15][CH2:16]2)[CH2:9][CH2:10]1.[Cl:18][c:19]1[n:20][cH:21][n:22][c:23]([CH2:26][CH3:27])[c:24]1[Cl:25].[K+:1].[K+:2].[O-:3][C:4]([O-:5])=[O:6].[OH2:33]>>[CH3:7][C:8]1([CH:11]2[CH2:12][CH2:13][CH:14]([NH:17][c:19]3[n:20][cH:21][n:22][c:23]([CH2:26][CH3:27])[c:24]3[Cl:25])[CH2:15][CH2:16]2)[CH2:9][CH2:10]1. The reactants are CS(=O)(=O)Cl, CCN(C(C)C)C(C)C, O=C(c1cnccc1Oc1cc(Cl)ccc1Cl)N1CCNc2ccccc21, ClCCl. The product is CS(=O)(=O)N1CCN(C(=O)c2cnccc2Oc2cc(Cl)ccc2Cl)c2ccccc21. As a reaction SMILES: [CH3:37][S:38](=[O:39])(=[O:40])[Cl:41].[CH:28]([N:29]([CH2:30][CH3:31])[CH:32]([CH3:33])[CH3:34])([CH3:35])[CH3:36].[Cl:1][c:2]1[c:3]([O:4][c:5]2[c:6]([C:11](=[O:12])[N:13]3[CH2:14][CH2:15][NH:16][c:17]4[cH:18][cH:19][cH:20][cH:21][c:22]43)[cH:7][n:8][cH:9][cH:10]2)[cH:23][c:24]([Cl:27])[cH:25][cH:26]1.[Cl:42][CH2:43][Cl:44]>>[Cl:1][c:2]1[c:3]([O:4][c:5]2[c:6]([C:11](=[O:12])[N:13]3[CH2:14][CH2:15][N:16]([S:38]([CH3:37])(=[O:39])=[O:40])[c:17]4[cH:18][cH:19][cH:20][cH:21][c:22]43)[cH:7][n:8][cH:9][cH:10]2)[cH:23][c:24]([Cl:27])[cH:25][cH:26]1. Starting materials: C(C)(C)(C)OC(=O)N[C@@H](CC(=O)O)C(=O)O (N-(t-butoxycarbonyl)-L-aspartic acid), C(C1=CC=CC=C1)OC(CCN)=O (β-alanine benzyl ester). The product is C(C1=CC=CC=C1)OC(CCNC(=O)C[C@@H](C(=O)NCCC(=O)OCC1=CC=CC=C1)NC(=O)OC(C)(C)C)=O (N,N'-[[(S)-(1-t-butoxyformamido)ethylene]dicarbonyl]di-β-alanine dibenzyl ester). As a reaction SMILES: [C:1]([O:5][C:6]([NH:8][C@H:9]([C:14]([OH:16])=O)[CH2:10][C:11]([OH:13])=O)=[O:7])([CH3:4])([CH3:3])[CH3:2].[CH2:17]([O:24][C:25](=[O:29])[CH2:26][CH2:27][NH2:28])[C:18]1[CH:23]=[CH:22][CH:21]=[CH:20][CH:19]=1>>[CH2:17]([O:24][C:25](=[O:29])[CH2:26][CH2:27][NH:28][C:11]([CH2:10][C@H:9]([NH:8][C:6]([O:5][C:1]([CH3:2])([CH3:3])[CH3:4])=[O:7])[C:14]([NH:28][CH2:27][CH2:26][C:25]([O:24][CH2:17][C:18]1[CH:23]=[CH:22][CH:21]=[CH:20][CH:19]=1)=[O:29])=[O:16])=[O:13])[C:18]1[CH:23]=[CH:22][CH:21]=[CH:20][CH:19]=1. Reported procedure: N-(t-butoxycarbonyl)-L-aspartic acid is coupled with two equivalents of β-alanine benzyl ester to give N,N'-[[(S)-(1-t-butoxyformamido)ethylene]dicarbonyl]di-β-alanine dibenzyl ester, m.p. 109°-110° C. Starting materials: O=c1[nH]nnn1-c1ccc(OCC(F)(F)C(F)(F)F)cc1, CC(O)C1(c2ccc(F)cc2F)CO1. The product is CC(n1nnn(-c2ccc(OCC(F)(F)C(F)(F)F)cc2)c1=O)C1(c2ccc(F)cc2F)CO1. As a reaction SMILES: [F:15][C:16]([CH2:17][O:18][c:19]1[cH:20][cH:21][c:22](-[n:25]2[n:26][n:27][nH:28][c:29]2=[O:30])[cH:23][cH:24]1)([C:31]([F:32])([F:33])[F:34])[F:35].[F:1][c:2]1[c:3]([C:9]2([CH:12]([CH3:13])[OH:14])[O:10][CH2:11]2)[cH:4][cH:5][c:6]([F:8])[cH:7]1>>[F:1][c:2]1[c:3]([C:9]2([CH:12]([CH3:13])[n:28]3[n:27][n:26][n:25](-[c:22]4[cH:21][cH:20][c:19]([O:18][CH2:17][C:16]([F:15])([C:31]([F:32])([F:33])[F:34])[F:35])[cH:24][cH:23]4)[c:29]3=[O:30])[O:10][CH2:11]2)[cH:4][cH:5][c:6]([F:8])[cH:7]1. The reactants are CCN1CCNCC1, COc1ccc(CN(Cc2ccc(OC)cc2)c2ncc(-c3nc(N4CCOCC4)nc4c3CCN4c3ccc(C(=O)O)cc3F)cn2)cc1. Product: CCN1CCN(C(=O)c2ccc(N3CCc4c(-c5cnc(N(Cc6ccc(OC)cc6)Cc6ccc(OC)cc6)nc5)nc(N5CCOCC5)nc43)c(F)c2)CC1. As a reaction SMILES: [CH2:51]([CH3:52])[N:53]1[CH2:54][CH2:55][NH:56][CH2:57][CH2:58]1.[CH3:1][O:2][c:3]1[cH:4][cH:5][c:6]([CH2:7][N:8]([c:9]2[n:10][cH:11][c:12](-[c:15]3[c:16]4[c:17]([n:18][c:19]([N:21]5[CH2:22][CH2:23][O:24][CH2:25][CH2:26]5)[n:20]3)[N:27]([c:30]3[c:31]([F:39])[cH:32][c:33]([C:34](=[O:35])[OH:36])[cH:37][cH:38]3)[CH2:28][CH2:29]4)[cH:13][n:14]2)[CH2:40][c:41]2[cH:42][cH:43][c:44]([O:47][CH3:48])[cH:45][cH:46]2)[cH:49][cH:50]1>>[CH3:1][O:2][c:3]1[cH:4][cH:5][c:6]([CH2:7][N:8]([c:9]2[n:10][cH:11][c:12](-[c:15]3[c:16]4[c:17]([n:18][c:19]([N:21]5[CH2:22][CH2:23][O:24][CH2:25][CH2:26]5)[n:20]3)[N:27]([c:30]3[c:31]([F:39])[cH:32][c:33]([C:34](=[O:35])[N:56]5[CH2:55][CH2:54][N:53]([CH2:51][CH3:52])[CH2:58][CH2:57]5)[cH:37][cH:38]3)[CH2:28][CH2:29]4)[cH:13][n:14]2)[CH2:40][c:41]2[cH:42][cH:43][c:44]([O:47][CH3:48])[cH:45][cH:46]2)[cH:49][cH:50]1. Starting materials: CC1CC(=O)NN=C1c1ccc2[nH]c(CCCN3C(=O)c4ccccc4C3=O)nc2c1, O=C([O-])[O-], CCO, [K+], [K+], NN, O. Yields the product CC1CC(=O)NN=C1c1ccc2[nH]c(CCCN)nc2c1. RXN SMILES: [C:1]1(=[O:2])[N:5]([CH2:6][CH2:7][CH2:8][c:9]2[n:10][c:11]3[c:12]([nH:13]2)[cH:14][cH:15][c:16]([C:18]2=[N:23][NH:22][C:21](=[O:24])[CH2:20][CH:19]2[CH3:25])[cH:17]3)[C:3](=[O:4])[c:26]2[cH:27][cH:28][cH:29][cH:30][c:31]21.[C:35](=[O:36])([O-:37])[O-:38].[CH3:41][CH2:42][OH:43].[K+:39].[K+:40].[NH2:33][NH2:34].[OH2:32]>>[NH2:5][CH2:6][CH2:7][CH2:8][c:9]1[n:10][c:11]2[c:12]([nH:13]1)[cH:14][cH:15][c:16]([C:18]1=[N:23][NH:22][C:21](=[O:24])[CH2:20][CH:19]1[CH3:25])[cH:17]2. Reactants: [Na+], [Na+], O=C([O-])[O-], c1cnc2c(c1)CC1(CN3CCC1CC3)O2, O=[N+]([O-])O, O=S(=O)(O)O. Yields the product O=[N+]([O-])c1cnc2c(c1)CC1(CN3CCC1CC3)O2. As a reaction SMILES: [Na+:21].[Na+:22].[O-:23][C:24](=[O:25])[O-:26].[O:1]1[c:2]2[n:3][cH:4][cH:5][cH:6][c:7]2[CH2:8][C:9]12[CH2:10][N:11]1[CH2:12][CH2:13][CH:14]2[CH2:15][CH2:16]1.[OH:17][N+:18]([O-:19])=[O:20].[S:27](=[O:28])(=[O:29])([OH:30])[OH:31]>>[O:1]1[c:2]2[n:3][cH:4][c:5]([N+:18](=[O:17])[O-:19])[cH:6][c:7]2[CH2:8][C:9]12[CH2:10][N:11]1[CH2:12][CH2:13][CH:14]2[CH2:15][CH2:16]1.